The task is: describe an organic reaction: reactants, conditions, products, and yield. This data is from the Open Reaction Database (ORD), a public repository of structured organic reaction records. Starting materials: CCO, CCO, [Co], N, N#CC=C1CCc2ccc3nc(CCCCc4ccccc4)oc3c21. The product is NCC=C1CCc2ccc3nc(CCCCc4ccccc4)oc3c21. RXN SMILES: [CH2:26]([OH:27])[CH3:28].[CH3:30][CH2:31][OH:32].[Co:33].[NH3:29].[c:1]1([CH2:7][CH2:8][CH2:9][CH2:10][c:11]2[o:12][c:13]3[c:14]([n:15]2)[cH:16][cH:17][c:18]2[c:22]3[C:21](=[CH:23][C:24]#[N:25])[CH2:20][CH2:19]2)[cH:2][cH:3][cH:4][cH:5][cH:6]1>>[c:1]1([CH2:7][CH2:8][CH2:9][CH2:10][c:11]2[o:12][c:13]3[c:14]([n:15]2)[cH:16][cH:17][c:18]2[c:22]3[C:21](=[CH:23][CH2:24][NH2:25])[CH2:20][CH2:19]2)[cH:2][cH:3][cH:4][cH:5][cH:6]1. Starting materials: BrB(Br)Br, CCOc1ccc(Cc2cc(Br)ccc2Cl)cc1, ClCCl. Product: Oc1ccc(Cc2cc(Br)ccc2Cl)cc1. As a reaction SMILES: [B:19]([Br:20])([Br:21])[Br:22].[Br:1][c:2]1[cH:3][c:4]([CH2:9][c:10]2[cH:11][cH:12][c:13]([O:16][CH2:17][CH3:18])[cH:14][cH:15]2)[c:5]([Cl:8])[cH:6][cH:7]1.[Cl:23][CH2:24][Cl:25]>>[Br:1][c:2]1[cH:3][c:4]([CH2:9][c:10]2[cH:11][cH:12][c:13]([OH:16])[cH:14][cH:15]2)[c:5]([Cl:8])[cH:6][cH:7]1. Reactants: CC(C)CCON=O, COCCOC, Nc1ccc(F)c(C2CC2)c1, [Cs+], [I-], [I-], I. Product: Fc1ccc(I)cc1C1CC1. RXN SMILES: [CH3:16][CH:17]([CH2:18][CH2:19][O:20][N:21]=[O:22])[CH3:23].[CH3:24][O:25][CH2:26][CH2:27][O:28][CH3:29].[CH:1]1([c:4]2[cH:5][c:6]([NH2:11])[cH:7][cH:8][c:9]2[F:10])[CH2:2][CH2:3]1.[Cs+:13].[I-:12].[I-:14].[I:15]>>[CH:1]1([c:4]2[cH:5][c:6]([I:12])[cH:7][cH:8][c:9]2[F:10])[CH2:2][CH2:3]1.